This data is from the Open Reaction Database (ORD), a public repository of structured organic reaction records. The task is: describe an organic reaction: reactants, conditions, products, and yield Starting materials: Cc1cc2c(s1)Nc1ccccc1N=C2N, Cl, COCCC1CN(C2=Nc3ccccc3Nc3ccc(C(F)(F)F)cc32)CCN1, c1ccc(OCC2CNCCN2)cc1. Yields the product Cc1cc2c(s1)Nc1ccccc1N=C2N1CCNC(COc2ccccc2)C1. RXN SMILES: [CH3:31][c:32]1[cH:33][c:34]2[c:40]([s:41]1)[NH:39][c:38]1[c:37]([cH:45][cH:44][cH:43][cH:42]1)[N:36]=[C:35]2[NH2:46].[ClH:30].[F:1][C:2]([F:3])([F:4])[c:5]1[cH:6][cH:7][c:8]2[c:28]([cH:29]1)[C:17]([N:18]1[CH2:19][CH2:20][NH:21][CH:22]([CH2:23][CH2:24][O:25][CH3:26])[CH2:27]1)=[N:16][c:15]1[c:10]([cH:11][cH:12][cH:13][cH:14]1)[NH:9]2.[O:47]([c:48]1[cH:49][cH:50][cH:51][cH:52][cH:53]1)[CH2:54][CH:55]1[NH:56][CH2:57][CH2:58][NH:59][CH2:60]1>>[CH3:31][c:32]1[cH:33][c:34]2[c:40]([s:41]1)[NH:39][c:38]1[c:37]([cH:45][cH:44][cH:43][cH:42]1)[N:36]=[C:35]2[N:46]1[CH2:58][CH2:57][NH:56][CH:55]([CH2:54][O:47][c:48]2[cH:49][cH:50][cH:51][cH:52][cH:53]2)[CH2:60]1. The reactants are NC1=CC(=NC(=C1C#N)CC)N (4,6-Diamino-2-ethyl-nicotinonitrile), C(=O)(C)Cl (AcCl). Solvent: N1=CC=CC=C1 (pyridine). The product is NC1=CC(=NC(=C1C#N)CC)NC(C)=O (N-(4-amino-5-cyano-6-ethylpyridin-2-yl)acetamide). Yield: 68.0%. Reaction SMILES: [NH2:1][C:2]1[C:7]([C:8]#[N:9])=[C:6]([CH2:10][CH3:11])[N:5]=[C:4]([NH2:12])[CH:3]=1.[C:13](Cl)([CH3:15])=[O:14]>N1C=CC=CC=1>[NH2:1][C:2]1[C:7]([C:8]#[N:9])=[C:6]([CH2:10][CH3:11])[N:5]=[C:4]([NH:12][C:13](=[O:14])[CH3:15])[CH:3]=1. Procedure details: The 4,6-diamino nicotinonitrile from Example 101A (35 mg, 0.22 mmol) was dissolved in 0.5 mL of anhydrous pyridine. AcCl was then dropped in until the TLC shows the starting material was completely consumed (appr. 150 μL of AcCl used). Water was then added, the light-yellow precipitate was collected through filtration and dried in vacuum oven to provide the titled compound (30 mg, 68% yield). 1H NMR (300 MHz, DMSO-d6) δ 10.28 (s, 1H), 7.39 (s, 1H), 6.82 (s, 2H), 2.66 (q, J=7.5 Hz, 2H), 2.06 (s, ... Starting materials: FC1=C(OC2=CC(=NC=C2)C2=CC(=CN2)C(=O)NCCCNC(OC(C)(C)C)=O)C=C(C=C1)C(=O)NC1=C(C=CC(=C1)C)F (tert-butyl {3-[({5-[4-(2-fluoro-5-{[(2-fluoro-5-methylphenyl)amino]carbonyl}phenoxy)pyridin-2-yl]-1H-pyrrol-3-yl}carbonyl)amino]propyl}carbamate), FC(C(=O)O)(F)F (trifluoroacetic acid). Run in C(Cl)Cl (methylene chloride). Reaction conditions: time 60 minute. The product is NCCCNC(=O)C1=CNC(=C1)C1=NC=CC(=C1)OC1=C(C=CC(=C1)C(=O)NC1=C(C=CC(=C1)C)F)F (N-(3-aminopropyl)-5-[4-(2-fluoro-5-{[(2-fluoro-5-methylphenyl)amino]carbonyl}phenoxy)pyridin-2-yl]-1H-pyrrole-3-carboxamide). RXN SMILES: [F:1][C:2]1[CH:33]=[CH:32][C:31]([C:34]([NH:36][C:37]2[CH:42]=[C:41]([CH3:43])[CH:40]=[CH:39][C:38]=2[F:44])=[O:35])=[CH:30][C:3]=1[O:4][C:5]1[CH:10]=[CH:9][N:8]=[C:7]([C:11]2[NH:15][CH:14]=[C:13]([C:16]([NH:18][CH2:19][CH2:20][CH2:21][NH:22]C(=O)OC(C)(C)C)=[O:17])[CH:12]=2)[CH:6]=1.FC(F)(F)C(O)=O>C(Cl)Cl>[NH2:22][CH2:21][CH2:20][CH2:19][NH:18][C:16]([C:13]1[CH:12]=[C:11]([C:7]2[CH:6]=[C:5]([O:4][C:3]3[CH:30]=[C:31]([C:34]([NH:36][C:37]4[CH:42]=[C:41]([CH3:43])[CH:40]=[CH:39][C:38]=4[F:44])=[O:35])[CH:32]=[CH:33][C:2]=3[F:1])[CH:10]=[CH:9][N:8]=2)[NH:15][CH:14]=1)=[O:17]. Procedure: To a stirred suspension of tert-butyl {3-[({5-[4-(2-fluoro-5-{[(2-fluoro-5-methylphenyl)amino]carbonyl}phenoxy)pyridin-2-yl]-1H-pyrrol-3-yl}carbonyl)amino]propyl}carbamate (100 mg, 0.165 mmol) in 10 ml of methylene chloride was added 1 ml of trifluoroacetic acid. The mixture was stirred at room temperature for 60 minutes and evaporated to dryness under reduced pressure. The residue was re-dissolved in MeOH (5 ml) and poured into 100 ml of water with vigorous stirring. Saturated NaHCO3 solution w... As a reaction SMILES: [CH3:35][SH:36].[NH2:1][c:2]1[c:3]([O:19][P:20]([N:21]2[CH2:22][CH2:23][O:24][CH2:25][CH2:26]2)([N:27]2[CH2:28][CH2:29][O:30][CH2:31][CH2:32]2)=[O:33])[n:4][c:5]2[cH:6][cH:7][c:8]([Cl:18])[cH:9][c:10]2[c:11]1-[c:12]1[cH:13][cH:14][cH:15][cH:16][cH:17]1.[Na:34].[O:37]1[CH2:38][CH2:39][CH2:40][CH2:41]1>>[NH2:1][c:2]1[c:3]([S:36][CH3:35])[n:4][c:5]2[cH:6][cH:7][c:8]([Cl:18])[cH:9][c:10]2[c:11]1-[c:12]1[cH:13][cH:14][cH:15][cH:16][cH:17]1. The product is CSc1nc2ccc(Cl)cc2c(-c2ccccc2)c1N. Starting materials: CS, Nc1c(OP(=O)(N2CCOCC2)N2CCOCC2)nc2ccc(Cl)cc2c1-c1ccccc1, [Na], C1CCOC1. The reactants are BrC=1C=C(C(N(C1)C)=O)NC1=NN2C(CN(CC2)CC)=C1 (5-Bromo-3-(5-ethyl-4,5,6,7-tetrahydropyrazolo[1,5-a]pyrazin-2-ylamino)-1-methylpyridin-2(1H)-one), C(C)(=O)OCC1=C(C=C(C=C1N1C(C2=CC=3CC(CC3N2CC1)(C)C)=O)F)B1OC(C(O1)(C)C)(C)C (2-(4,4,5,5-Tetramethyl-[1,3,2]dioxaborolan-2-yl)-4-fluoro-6-(9-oxo-4,4-dimethyl-1,10diazatricyclo[6.4.0.02,6]-dodeca-2(6),7-dien-10-yl)benzyl Acetate), COCCOC (1,2-dimethoxyethane), C([O-])([O-])=O.[Na+].[Na+] (sodium carbonate). Reagents/catalysts: C=1C=CC(=CC1)[P](C=2C=CC=CC2)(C=3C=CC=CC3)[Pd]([P](C=4C=CC=CC4)(C=5C=CC=CC5)C=6C=CC=CC6)([P](C=7C=CC=CC7)(C=8C=CC=CC8)C=9C=CC=CC9)[P](C=1C=CC=CC1)(C=1C=CC=CC1)C=1C=CC=CC1 (Pd(PPh3)4). Run in CO (methanol), C(C)OCC (diethyl ether), O (water), C(C)(=O)OCC (ethyl acetate). Run at temperature 130 celsius. The product is C(C)N1CC=2N(CC1)N=C(C2)NC2=CC(=CN(C2=O)C)C=2C(=C(C=C(C2)F)N2C(C1=CC=3CC(CC3N1CC2)(C)C)=O)COC(C)=O (10-{3-[5-({5-Ethyl-4H,5H,6H,7H-pyrazolo[1,5-a]pyrazin-2-yl}amino)-1-methyl-6-oxo-1,6-dihydropyridin-3-yl]-5-fluoro-2-(acetoxymethyl)phenyl}-4,4-dimethyl-1,10-diazatricyclo[6.4.0.02,6]dodeca-2(6),7-dien-9-one). The yield is 37.4%. RXN SMILES: Br[C:2]1[CH:3]=[C:4]([NH:10][C:11]2[CH:21]=[C:14]3[CH2:15][N:16]([CH2:19][CH3:20])[CH2:17][CH2:18][N:13]3[N:12]=2)[C:5](=[O:9])[N:6]([CH3:8])[CH:7]=1.[C:22]([O:25][CH2:26][C:27]1[C:32]([N:33]2[CH2:44][CH2:43][N:42]3[C:35](=[CH:36][C:37]4[CH2:38][C:39]([CH3:46])([CH3:45])[CH2:40][C:41]=43)[C:34]2=[O:47])=[CH:31][C:30]([F:48])=[CH:29][C:28]=1B1OC(C)(C)C(C)(C)O1)(=[O:24])[CH3:23].COCCOC.C(=O)([O-])[O-].[Na+].[Na+]>C1C=CC([P]([Pd]([P](C2C=CC=CC=2)(C2C=CC=CC=2)C2C=CC=CC=2)([P](C2C=CC=CC=2)(C2C=CC=CC=2)C2C=CC=CC=2)[P](C2C=CC=CC=2)(C2C=CC=CC=2)C2C=CC=CC=2)(C2C=CC=CC=2)C2C=CC=CC=2)=CC=1.CO.C(OCC)C.O.C(OCC)(=O)C>[CH2:19]([N:16]1[CH2:17][CH2:18][N:13]2[N:12]=[C:11]([NH:10][C:4]3[C:5](=[O:9])[N:6]([CH3:8])[CH:7]=[C:2]([C:28]4[C:27]([CH2:26][O:25][C:22](=[O:24])[CH3:23])=[C:32]([N:33]5[CH2:44][CH2:43][N:42]6[C:35](=[CH:36][C:37]7[CH2:38][C:39]([CH3:45])([CH3:46])[CH2:40][C:41]=76)[C:34]5=[O:47])[CH:31]=[C:30]([F:48])[CH:29]=4)[CH:3]=3)[CH:21]=[C:14]2[CH2:15]1)[CH3:20] |f:3.4.5,^1:73,75,94,113|. Reported procedure: A microwave tube equipped with a magnetic stirrer was charged with 285c (190 mg, 0.5 mmol), 230a (350 mg, 0.7 mmol), 1,2-dimethoxyethane (6.4 mL) and 1M aqueous sodium carbonate (1.6 mL). After bubbling N2 for 15 min, Pd(PPh3)4 (31 mg, 0.03 mmol) was added. The mixture was heated in microwave to 130° C. for 15 min. After this time, ethyl acetate (5 mL) and water (5 mL) were added. The separated aqueous layer was extracted with ethyl acetate (2×5 mL). The combined organics were washed with brine ... The reactants are COC1=CC=C(C=C1)C1=C(C=CC=C1)CN ([(4-methoxyphenyl)phenyl]methylamine), CCOCC.CCCCC (ether pentane), ClCC(=O)N (chloracetamide), C([O-])(O)=O.[Na+] (sodium bicarbonate). Solvent: C(C)O (ethanol). Product: COC1=CC=C(C=C1)C1=C(C=CC=C1)CNCC(=O)N (2-[(4-Methoxyphenyl)phenyl]methylaminoacetamide). As a reaction SMILES: [CH3:1][O:2][C:3]1[CH:8]=[CH:7][C:6]([C:9]2[CH:14]=[CH:13][CH:12]=[CH:11][C:10]=2[CH2:15][NH2:16])=[CH:5][CH:4]=1.Cl[CH2:18][C:19]([NH2:21])=[O:20].C(=O)(O)[O-].[Na+].CCOCC.CCCCC>C(O)C>[CH3:1][O:2][C:3]1[CH:4]=[CH:5][C:6]([C:9]2[CH:14]=[CH:13][CH:12]=[CH:11][C:10]=2[CH2:15][NH:16][CH2:18][C:19]([NH2:21])=[O:20])=[CH:7][CH:8]=1 |f:2.3,4.5|. Reported procedure: A reaction vessel was charged with 800 mg (3.8 mmole) of [(4-methoxyphenyl)phenyl]methylamine dissolved in 30 ml of absolute ethanol together with 340 mg (3.7 mmole) of chloracetamide and 330 mg (4 mmole) of sodium bicarbonate. The suspension was brought to reflux and held at reflux for 3 days. Solvent was evaporated and the residue was dissolved in dichloromethane and water. The organic phase was dried over potasium carbonate and the solvent evaporated under reduced pressure. The oil obtained w...